From a dataset of the Open Reaction Database (ORD), a public repository of structured organic reaction records. describe an organic reaction: reactants, conditions, products, and yield Starting materials: CI, O=C1N(c2ccc(OC(F)(F)F)cc2)CCC12CCN(S(=O)(=O)CC1(O)CCCC1)CC2. Yields the product COC1(CS(=O)(=O)N2CCC3(CCN(c4ccc(OC(F)(F)F)cc4)C3=O)CC2)CCCC1. Reaction SMILES: [CH3:33][I:34].[OH:1][C:2]1([CH2:7][S:8](=[O:9])(=[O:10])[N:11]2[CH2:12][CH2:13][C:14]3([CH2:15][CH2:16][N:17]([c:20]4[cH:21][cH:22][c:23]([O:26][C:27]([F:28])([F:29])[F:30])[cH:24][cH:25]4)[C:18]3=[O:19])[CH2:31][CH2:32]2)[CH2:3][CH2:4][CH2:5][CH2:6]1>>[O:1]([C:2]1([CH2:7][S:8](=[O:9])(=[O:10])[N:11]2[CH2:12][CH2:13][C:14]3([CH2:15][CH2:16][N:17]([c:20]4[cH:21][cH:22][c:23]([O:26][C:27]([F:28])([F:29])[F:30])[cH:24][cH:25]4)[C:18]3=[O:19])[CH2:31][CH2:32]2)[CH2:3][CH2:4][CH2:5][CH2:6]1)[CH3:33].